From a dataset of the Open Reaction Database (ORD), a public repository of structured organic reaction records. describe an organic reaction: reactants, conditions, products, and yield Starting materials: O=C([C@@H](CC=C)NC(OCC1=CC=CC=C1)=O)C1=CC=CC=C1 ((R)-benzyl 1-oxo-1-phenylpent-4-en-2-ylcarbamate), C(C)(CC)[BH-](C(C)CC)C(C)CC.[Li+] (lithium tri-sec-butylborohydride). The solvent is C1CCOC1 (THF). Conditions: time 45 minute. Yields the product O[C@@H]([C@@H](CC=C)NC(OCC1=CC=CC=C1)=O)C1=CC=CC=C1 (Benzyl (1R,2R)-1-hydroxy-1-phenylpent-4-en-2-ylcarbamate). As a reaction SMILES: [O:1]=[C:2]([C:18]1[CH:23]=[CH:22][CH:21]=[CH:20][CH:19]=1)[C@H:3]([NH:7][C:8](=[O:17])[O:9][CH2:10][C:11]1[CH:16]=[CH:15][CH:14]=[CH:13][CH:12]=1)[CH2:4][CH:5]=[CH2:6].C([BH-](C(CC)C)C(CC)C)(CC)C.[Li+]>C1COCC1>[OH:1][C@H:2]([C:18]1[CH:23]=[CH:22][CH:21]=[CH:20][CH:19]=1)[C@H:3]([NH:7][C:8](=[O:17])[O:9][CH2:10][C:11]1[CH:12]=[CH:13][CH:14]=[CH:15][CH:16]=1)[CH2:4][CH:5]=[CH2:6] |f:1.2|. Procedure details: To (R)-benzyl 1-oxo-1-phenylpent-4-en-2-ylcarbamate (2.13 g, 6.89 mmol) in THF (50 mL) at −78° C. under argon was added lithium tri-sec-butylborohydride (20.7 ml, 20.7 mmol). Allowed the mixture to stir for 45 min. Quenched the reaction with saturated aqueous Rochelle's salt (50 mL) and the volatiles were removed in vacuo. The aqueous residue was extracted with ether (3×50 mL). The ether was combined and washed with brine (20 mL), dried over Na2SO4 and filtered. The filtrate was evaporated onto ... The reactants are CC1=CC=C(C=C1)S(=O)(=O)Cl (4-methylbenzenesulfonyl chloride), O (water), CC(CCO)(C)O (3-methylbutane-1,3-diol). Solvent: C1(=CC=CC=C1)C (toluene), C(C)#N (acetonitrile), C1(=CC=CC=C1)C (toluene), N1=CC=CC=C1 (pyridine). Reaction conditions: time 4 hour. Yields the product C1(=CC=C(C=C1)S(=O)(=O)OCCC(C)(C)O)C (3-hydroxy-3-methylbutyl toluene-4-sulfonate). Isolated yield 79.0%. As a reaction SMILES: [CH3:1][C:2]([OH:7])([CH3:6])[CH2:3][CH2:4][OH:5].[CH3:8][C:9]1[CH:14]=[CH:13][C:12]([S:15](Cl)(=[O:17])=[O:16])=[CH:11][CH:10]=1.O>N1C=CC=CC=1.C1(C)C=CC=CC=1.C(#N)C>[C:9]1([CH3:8])[CH:14]=[CH:13][C:12]([S:15]([O:5][CH2:4][CH2:3][C:2]([OH:7])([CH3:6])[CH3:1])(=[O:17])=[O:16])=[CH:11][CH:10]=1. Procedure details: Under a nitrogen atmosphere, 3-methylbutane-1,3-diol (300 g) was dissolved in pyridine (900 ml), and a solution of 4-methylbenzenesulfonyl chloride (500 g) in toluene (900 ml) and acetonitrile (125 ml) was added dropwise over 2 hr. The reaction mixture was stirred at room temperature for 4 hr, and toluene (500 ml) and water (1800 ml) were added to allow for layer separation. The obtained organic layer was washed successively with aqueous sulfuric acid and water (twice). The solvent in the obtain...